This data is from the Open Reaction Database (ORD), a public repository of structured organic reaction records. The task is: describe an organic reaction: reactants, conditions, products, and yield Starting materials: NC1=C(C(=O)O)C=C(C=C1Cl)Cl (2-amino-3,5-dichlorobenzoic acid), NC(=O)N (urea), solid. The product is ClC=1C=C2C(NC(NC2=C(C1)Cl)=O)=O (6,8-dichloroquinazolin-2,4(1H,3H)-dione). Reaction SMILES: [NH2:1][C:2]1[C:10]([Cl:11])=[CH:9][C:8]([Cl:12])=[CH:7][C:3]=1[C:4](O)=[O:5].[NH2:13][C:14](N)=[O:15]>>[Cl:12][C:8]1[CH:7]=[C:3]2[C:2](=[C:10]([Cl:11])[CH:9]=1)[NH:1][C:14](=[O:15])[NH:13][C:4]2=[O:5]. Reported procedure: Prepared according to general method C from 2-amino-3,5-dichlorobenzoic acid (3.0 g) and urea (8.8 g). Yield: 3.20 g (95%) of a solid. Although it contained a small amount of an impurity it was used in the next step without further purification. 1H-NMR (DMSO-δ6) δ (ppm) 10.13 (br s, 1H), 7.58 (d, J=2.5 Hz, 1H), 7.50 (d, J=2.6 Hz, 1H). Starting materials: ClC1=NC=CC(=C1)C#CC=1N=C(NC1)C (2-chloro-4-(2-methyl-1H-imidazol-4-ylethynyl)-pyridine), BrCC1CC1 (bromomethyl-cyclopropane). Yields the product ClC1=NC=CC(=C1)C#CC=1N=C(N(C1)CC1CC1)C (2-Chloro-4-(1-cyclopropylmethyl-2-methyl-1H-imidazol-4-ylethynyl)-pyridine). RXN SMILES: [Cl:1][C:2]1[CH:7]=[C:6]([C:8]#[C:9][C:10]2[N:11]=[C:12]([CH3:15])[NH:13][CH:14]=2)[CH:5]=[CH:4][N:3]=1.Br[CH2:17][CH:18]1[CH2:20][CH2:19]1>>[Cl:1][C:2]1[CH:7]=[C:6]([C:8]#[C:9][C:10]2[N:11]=[C:12]([CH3:15])[N:13]([CH2:17][CH:18]3[CH2:20][CH2:19]3)[CH:14]=2)[CH:5]=[CH:4][N:3]=1. Procedure: The title compound, MS: m/e=272.2 (M+H+), was prepared in accordance with the general method of example 1 from 2-chloro-4-(2-methyl-1H-imidazol-4-ylethynyl)-pyridine and bromomethyl-cyclopropane. Reactants: ClC=1C=CC2=C(NC(C3=C(N2)C=CC=C3)=S)C1 (8-chloro-5,10-dihydro-dibenzo[b,e][1,4]diazepin-11-thione), NCCC=1C=NC=CC1 (3-(2-aminoethyl)pyridine). Run in C(C)OCCO (2-ethoxyethanol). The product is ClC=1C=CC2=C(N=C(C3=C(N2)C=CC=C3)NCCC=3C=NC=CC3)C1 ((8-Chloro-5H-dibenzo[b,e][1,4]diazepin-11-yl)-(2-pyridin-3-yl-ethyl)-amine). Isolated yield 73.9%. Reaction SMILES: [Cl:1][C:2]1[CH:3]=[CH:4][C:5]2[NH:11][C:10]3[CH:12]=[CH:13][CH:14]=[CH:15][C:9]=3[C:8](=S)[NH:7][C:6]=2[CH:17]=1.[NH2:18][CH2:19][CH2:20][C:21]1[CH:22]=[N:23][CH:24]=[CH:25][CH:26]=1>C(OCCO)C>[Cl:1][C:2]1[CH:3]=[CH:4][C:5]2[NH:11][C:10]3[CH:12]=[CH:13][CH:14]=[CH:15][C:9]=3[C:8]([NH:18][CH2:19][CH2:20][C:21]3[CH:22]=[N:23][CH:24]=[CH:25][CH:26]=3)=[N:7][C:6]=2[CH:17]=1. Procedure details: A solution of 0.5 g (1.9 mmol) of 8-chloro-5,10-dihydro-dibenzo[b,e][1,4]diazepin-11-thione in 10 mL of 2-ethoxyethanol was treated with 0.46 g (3.8 mmol) of 3-(2-aminoethyl)pyridine and heated at reflux overnight. The solvent was removed under reduced pressure and the residue taken up in EtOAc and washed five times with H2O, then saturated NaCl solution. Drying over MgSO4 and removal of the solvent under reduced pressure gave the crude product. Recrystallization from acetone/water gave 0.49 g (... Reactants: C(C)(OCC)(OCC)OCC (Triethyl orthoacetate), FC1=CC=C(C=C1)C1=NOC(=C1)CNC1=C(C=NC2=CC=CN=C12)N (N4-{[3-(4-fluorophenyl)isoxazol-5-yl]methyl}[1,5]naphthyridine-3,4-diamine). Reagents/catalysts: Cl.N1=CC=CC=C1 (pyridine hydrochloride). The solvent is C1(=CC=CC=C1)C (toluene). Conditions: temperature 110 celsius. Product: FC1=CC=C(C=C1)C1=NOC(=C1)CN1C(=NC=2C=NC=3C=CC=NC3C21)C (1-{[3-(4-Fluorophenyl)isoxazol-5-yl]methyl}-2-methyl-1H-imidazo[4,5-c][1,5]naphthyridine). Yield: 31.7%. Reaction SMILES: [C:1](OCC)(OCC)(OCC)[CH3:2].[F:12][C:13]1[CH:18]=[CH:17][C:16]([C:19]2[CH:23]=[C:22]([CH2:24][NH:25][C:26]3[C:35]4[C:30](=[CH:31][CH:32]=[CH:33][N:34]=4)[N:29]=[CH:28][C:27]=3[NH2:36])[O:21][N:20]=2)=[CH:15][CH:14]=1>C1(C)C=CC=CC=1.Cl.N1C=CC=CC=1>[F:12][C:13]1[CH:14]=[CH:15][C:16]([C:19]2[CH:23]=[C:22]([CH2:24][N:25]3[C:26]4[C:35]5[N:34]=[CH:33][CH:32]=[CH:31][C:30]=5[N:29]=[CH:28][C:27]=4[N:36]=[C:1]3[CH3:2])[O:21][N:20]=2)=[CH:17][CH:18]=1 |f:3.4|. Reported procedure: Triethyl orthoacetate (2.8 mL, 15.2 mmol) was added to a solution of N4-{[3-(4-fluorophenyl)isoxazol-5-yl]methyl}[1,5]naphthyridine-3,4-diamine (prepared in Part B of Example 12, 3.4 g, 10.1 mmol) and pyridine hydrochloride (0.023 g, 0.20 mmol) in toluene (100 mL), and the reaction was heated at 110° C. under a nitrogen atmosphere for 15.5 hours. The reaction mixture was then concentrated under reduced pressure, and the residue was dissolved in dichloromethane. The work-up and purification proce...